Dataset: the Open Reaction Database (ORD), a public repository of structured organic reaction records. Task: describe an organic reaction: reactants, conditions, products, and yield Product: OCC1C=C(CC1CO)CN1C(NC(C(=C1SC1=CC(=CC(=C1)C)C)C(C)C)=O)=O (1-{[3,4-Di(hydroxymethyl)cyclopent-1-en-1-yl]methyl}-5-isopropyl-6-(3,5-dimethylphenylthio)-2,4-pyrimidinedione). RXN SMILES: [CH:1]([C:4]1[C:5](=[O:20])[NH:6][C:7](=[O:19])[NH:8][C:9]=1[S:10][C:11]1[CH:16]=[C:15]([CH3:17])[CH:14]=[C:13]([CH3:18])[CH:12]=1)([CH3:3])[CH3:2].[Si]([O:28][CH2:29][CH:30]1[CH:34]([CH2:35][O:36][Si](C(C)(C)C)(C)C)[CH2:33][C:32]([CH2:44]Br)=[CH:31]1)(C(C)(C)C)(C)C>>[OH:28][CH2:29][CH:30]1[CH:34]([CH2:35][OH:36])[CH2:33][C:32]([CH2:44][N:8]2[C:9]([S:10][C:11]3[CH:12]=[C:13]([CH3:18])[CH:14]=[C:15]([CH3:17])[CH:16]=3)=[C:4]([CH:1]([CH3:3])[CH3:2])[C:5](=[O:20])[NH:6][C:7]2=[O:19])=[CH:31]1. Reported procedure: 5-Isopropyl-6-(3,5-dimethylphenylthio)-2,4-pyrimidinedione and [3,4-di(t-butyldimethylsilyloxymethyl)cyclopent-1-en-1-yl]methyl bromide were reacted by the same method with example 28 to obtain the titled compound (51 mg). The yield is 17.9%. Starting materials: C(C)(C)C=1C(NC(NC1SC1=CC(=CC(=C1)C)C)=O)=O (5-Isopropyl-6-(3,5-dimethylphenylthio)-2,4-pyrimidinedione), [Si](C)(C)(C(C)(C)C)OCC1C=C(CC1CO[Si](C)(C)C(C)(C)C)CBr ([3,4-di(t-butyldimethylsilyloxymethyl)cyclopent-1-en-1-yl]methyl bromide).